Dataset: the Open Reaction Database (ORD), a public repository of structured organic reaction records. Task: describe an organic reaction: reactants, conditions, products, and yield The solvent is C(C)O (ethanol). The product is ClC=1C=CC2=C(N=C(O2)C2=CC3=C(N(C(=N3)C)CCC(F)(F)F)C=C2)C1 (5-(5-chlorobenzoxazol-2-yl)-2-methyl-1-(3,3,3-trifluoropropyl)benzimidazole). As a reaction SMILES: [Cl:1][C:2]1[CH:3]=[CH:4][C:5]2[O:9][C:8]([C:10]3[CH:11]=[CH:12][C:13]([NH:17][CH2:18][CH2:19][C:20]([F:23])([F:22])[F:21])=[C:14]([CH:16]=3)[NH2:15])=[N:7][C:6]=2[CH:24]=1.Cl.[C:26](=N)(OCC)[CH3:27].C(=O)([O-])O.[Na+]>C(O)C>[Cl:1][C:2]1[CH:3]=[CH:4][C:5]2[O:9][C:8]([C:10]3[CH:11]=[CH:12][C:13]4[N:17]([CH2:18][CH2:19][C:20]([F:21])([F:23])[F:22])[C:26]([CH3:27])=[N:15][C:14]=4[CH:16]=3)=[N:7][C:6]=2[CH:24]=1 |f:1.2,3.4|. The reactants are ClC=1C=CC2=C(N=C(O2)C=2C=CC(=C(N)C2)NCCC(F)(F)F)C1 (5-chloro-2-(2-(3,3,3-trifluoropropyl)aminoanilin-5-yl)benzoxazole), Cl.C(C)(OCC)=N (ethyl acetimidate hydrochloride), C(O)([O-])=O.[Na+] (sodium hydrogen carbonate). Procedure: To a solution of 5-chloro-2-(2-(3,3,3-trifluoropropyl)aminoanilin-5-yl)benzoxazole (see Working Example 138-1) (200 mg, 0.562 mmol) in ethanol (5 mL) was added ethyl acetimidate hydrochloride (104 mg, 0.843 mmol), and this was heated to reflux for 5 hours. After the reaction was complete, saturated aqueous sodium hydrogen carbonate solution was added, and this was extracted with chloroform. The organic layer obtained was dried over anhydrous sodium sulfate, filtered, and concentrated to give cru... The yield is 79.7%.